This data is from the Open Reaction Database (ORD), a public repository of structured organic reaction records. The task is: describe an organic reaction: reactants, conditions, products, and yield Starting materials: CC(C)[Si](OC1CCC(N2CCC(Cc3c(Cl)cc(OCc4ccccc4)cc3Cl)C2=O)CC1)(C(C)C)C(C)C, CCOC(C)=O, [H][H], [OH-], [OH-], [Pd+2]. Product: CC(C)[Si](OC1CCC(N2CCC(Cc3c(Cl)cc(O)cc3Cl)C2=O)CC1)(C(C)C)C(C)C. RXN SMILES: [CH2:1]([c:2]1[cH:3][cH:4][cH:5][cH:6][cH:7]1)[O:8][c:9]1[cH:10][c:11]([Cl:40])[c:12]([CH2:13][CH:14]2[C:15](=[O:36])[N:16]([CH:19]3[CH2:20][CH2:21][CH:22]([O:25][Si:26]([CH:27]([CH3:28])[CH3:29])([CH:30]([CH3:31])[CH3:32])[CH:33]([CH3:34])[CH3:35])[CH2:23][CH2:24]3)[CH2:17][CH2:18]2)[c:37]([Cl:39])[cH:38]1.[CH3:43][CH2:44][O:45][C:46](=[O:47])[CH3:48].[H:41][H:42].[OH-:49].[OH-:51].[Pd+2:50]>>[OH:8][c:9]1[cH:10][c:11]([Cl:40])[c:12]([CH2:13][CH:14]2[C:15](=[O:36])[N:16]([CH:19]3[CH2:20][CH2:21][CH:22]([O:25][Si:26]([CH:27]([CH3:28])[CH3:29])([CH:30]([CH3:31])[CH3:32])[CH:33]([CH3:34])[CH3:35])[CH2:23][CH2:24]3)[CH2:17][CH2:18]2)[c:37]([Cl:39])[cH:38]1.